From a dataset of the Open Reaction Database (ORD), a public repository of structured organic reaction records. describe an organic reaction: reactants, conditions, products, and yield Reactants: CC1(C)OB(C2=CCCCC2)OC1(C)C, CCOC(=O)C1(NC(=O)c2cccc(C)c2I)Cc2ccccc2C1, CCO, [K+], [K+], O=C([O-])[O-], C1COCCO1, [Pd]. The product is CCOC(=O)C1(NC(=O)c2cccc(C)c2C2=CCCCC2)Cc2ccccc2C1. As a reaction SMILES: [C:26]1([B:32]2[O:33][C:34]([CH3:35])([CH3:36])[C:37]([CH3:38])([CH3:39])[O:40]2)=[CH:27][CH2:28][CH2:29][CH2:30][CH2:31]1.[CH2:1]([CH3:2])[O:3][C:4](=[O:5])[C:6]1([NH:15][C:16]([c:17]2[c:18]([I:24])[c:19]([CH3:23])[cH:20][cH:21][cH:22]2)=[O:25])[CH2:7][c:8]2[cH:9][cH:10][cH:11][cH:12][c:13]2[CH2:14]1.[CH3:47][CH2:48][OH:49].[K+:41].[K+:42].[O-:43][C:44]([O-:45])=[O:46].[O:50]1[CH2:51][CH2:52][O:53][CH2:54][CH2:55]1.[Pd:56]>>[CH2:1]([CH3:2])[O:3][C:4](=[O:5])[C:6]1([NH:15][C:16]([c:17]2[c:18]([C:26]3=[CH:27][CH2:28][CH2:29][CH2:30][CH2:31]3)[c:19]([CH3:23])[cH:20][cH:21][cH:22]2)=[O:25])[CH2:7][c:8]2[cH:9][cH:10][cH:11][cH:12][c:13]2[CH2:14]1. As a reaction SMILES: [CH3:41][C:42]#[N:43].[CH:31]1([CH2:34][N:35]2[CH2:36][CH2:37][NH:38][CH2:39][CH2:40]2)[CH2:32][CH2:33]1.[NH2:1][C:2]([CH:3]([CH2:4][CH2:5][C:6](=[O:7])[O:8][CH3:9])[N:10]1[C:11](=[O:29])[c:12]2[cH:13][cH:14][cH:15][c:16]([O:19][CH2:20][c:21]3[cH:22][cH:23][c:24]([CH2:27][Br:28])[cH:25][cH:26]3)[c:17]2[CH2:18]1)=[O:30]>>[NH2:1][C:2]([CH:3]([CH2:4][CH2:5][C:6](=[O:7])[O:8][CH3:9])[N:10]1[C:11](=[O:29])[c:12]2[cH:13][cH:14][cH:15][c:16]([O:19][CH2:20][c:21]3[cH:22][cH:23][c:24]([CH2:27][N:38]4[CH2:37][CH2:36][N:35]([CH2:34][CH:31]5[CH2:32][CH2:33]5)[CH2:40][CH2:39]4)[cH:25][cH:26]3)[c:17]2[CH2:18]1)=[O:30]. The reactants are CC#N, C1CN(CC2CC2)CCN1, COC(=O)CCC(C(N)=O)N1Cc2c(OCc3ccc(CBr)cc3)cccc2C1=O. Product: COC(=O)CCC(C(N)=O)N1Cc2c(OCc3ccc(CN4CCN(CC5CC5)CC4)cc3)cccc2C1=O. Starting materials: C(=O)(Cl)Cl (phosgene), Cl.BrC=1C=CC2=C(CNCCO2)C1 (7-bromo-2,3,4,5-tetrahydro-1,4-benzoxazepine hydrochloride), CCN(C(C)C)C(C)C (DIPEA), N1=CC=CC=C1 (pyridine). The solvent is ClCCl (dichloromethane), ClCCl (dichloromethane). Product: BrC=1C=CC2=C(CN(CCO2)C(=O)Cl)C1 (7-bromo-2,3-dihydro-1,4-benzoxazepine-4(5H)-carbonyl chloride). Yield: 101.7%. As a reaction SMILES: Cl.[Br:2][C:3]1[CH:4]=[CH:5][C:6]2[O:12][CH2:11][CH2:10][NH:9][CH2:8][C:7]=2[CH:13]=1.CCN(C(C)C)C(C)C.N1C=CC=CC=1.[C:29](Cl)([Cl:31])=[O:30]>ClCCl>[Br:2][C:3]1[CH:4]=[CH:5][C:6]2[O:12][CH2:11][CH2:10][N:9]([C:29]([Cl:31])=[O:30])[CH2:8][C:7]=2[CH:13]=1 |f:0.1|. Procedure details: 7-bromo-2,3,4,5-tetrahydro-1,4-benzoxazepine hydrochloride (3.0 g, 11.34 mmol) was suspended in dichloromethane (30 mL) followed by addition of DIPEA (3 mL, 34 mmol) and pyridine (4 mL, 49 mmol) and the resulting partially heterogeneous mixture was added portionwise over 5 minutes to a 0° C. cooled solution of phosgene (20 W % in toluene, 15 mL, 28 mmol) in dichloromethane (15 mL). The resulting mixture was then allowed to slowly warm to room temperature over 30 minutes then concentrated. The re... Yields the product CONC(=O)c1cc(N2CCC(NC(=O)c3[nH]c(C)c(Cl)c3Cl)CC2)nc(S(C)=O)c1. As a reaction SMILES: [CH2:38]1[O:39][CH2:40][CH2:41][CH2:42]1.[CH3:35][O:36][NH2:37].[Cl:1][c:2]1[c:3]([C:9](=[O:10])[NH:11][CH:12]2[CH2:13][CH2:14][N:15]([c:18]3[cH:19][c:20]([C:21](=[O:22])[O:23][CH3:24])[cH:25][c:26]([S:28](=[O:29])[CH3:30])[n:27]3)[CH2:16][CH2:17]2)[nH:4][c:5]([CH3:8])[c:6]1[Cl:7].[ClH:33].[ClH:34].[Li+:31].[OH-:32]>>[Cl:1][c:2]1[c:3]([C:9](=[O:10])[NH:11][CH:12]2[CH2:13][CH2:14][N:15]([c:18]3[cH:19][c:20]([C:21](=[O:22])[NH:37][O:36][CH3:35])[cH:25][c:26]([S:28](=[O:29])[CH3:30])[n:27]3)[CH2:16][CH2:17]2)[nH:4][c:5]([CH3:8])[c:6]1[Cl:7]. The reactants are C1CCOC1, CON, COC(=O)c1cc(N2CCC(NC(=O)c3[nH]c(C)c(Cl)c3Cl)CC2)nc(S(C)=O)c1, Cl, Cl, [Li+], [OH-]. The reactants are C(C(=C)C)(=O)OC (methyl methacrylate), FC(=C(Cl)F)F (trifluorochloroethylene). Reagents/catalysts: C1(O)=CC=C(O)C=C1 (hydroquinone). Reaction conditions: temperature 140 celsius. Yields the product CC1(C(C(C1)(F)F)(F)Cl)C(=O)OC (methyl 1-methyl-2-chloro-2,3,3-trifluoro-cyclobutane-1-carboxylate). The yield is 53.9%. Reaction SMILES: [C:1]([O:6][CH3:7])(=[O:5])[C:2]([CH3:4])=[CH2:3].[F:8][C:9]([F:13])=[C:10]([F:12])[Cl:11]>C1(C=CC(O)=CC=1)O>[CH3:3][C:2]1([C:1]([O:6][CH3:7])=[O:5])[CH2:4][C:9]([F:13])([F:8])[C:10]1([Cl:11])[F:12]. Procedure details: 174 g (1.74 mol) of methyl methacrylate and 1.5 g of hydroquinone are initially introduced into an autoclave, and 200 g (1.74 mol) of trifluorochloroethylene are added at -70° C. 7 bar of nitrogen are injected, and the mixture is then heated to 140° C. The pressure which is established at this temperature is increased to 28 bar by injecting more nitrogen. The mixture is maintained at 140° C. for 17 hours and then allowed to cool, the pressure is released, and the mixture is distilled. In this pr...